From a dataset of the Open Reaction Database (ORD), a public repository of structured organic reaction records. describe an organic reaction: reactants, conditions, products, and yield Starting materials: O=C1N2[C@@]3(CCCC[C@@H]3C1)[C@@H]1N(CC2)C(C=C1)=O ((9aR*,9bR*,13aR*)-2,7-dioxo-1,4,5,7,9a, 10,11,12,13,13a-decahydro-2H-pyrrolo[2',1':3,4]pyrazino[2,1-i]indole). Solvent: O1CCCC1 (tetrahydrofuran). The product is O=C1N2[C@@]3(CCCC[C@@H]3C1)[C@@H]1N(CC2)C(CC1)=O ((9aR*,9bR*,13aR*)-2,7-dioxo-1,4,5,7,8,9,9a,10,11,12,13,13a-dodecahydro-2H-pyrrolo[2',1':3,4]pyrazino[2,1-i]indole). Reaction SMILES: [O:1]=[C:2]1[CH2:10][C@@H:9]2[C@@:4]3([C@H:11]4[CH:17]=[CH:16][C:15](=[O:18])[N:12]4[CH2:13][CH2:14][N:3]13)[CH2:5][CH2:6][CH2:7][CH2:8]2>O1CCCC1>[O:1]=[C:2]1[CH2:10][C@@H:9]2[C@@:4]3([C@H:11]4[CH2:17][CH2:16][C:15](=[O:18])[N:12]4[CH2:13][CH2:14][N:3]13)[CH2:5][CH2:6][CH2:7][CH2:8]2. Procedure details: 700 mg (2.8 mmol) of (9aR*,9bR*,13aR*)-2,7-dioxo-1,4,5,7,9a, 10,11,12,13,13a-decahydro-2H-pyrrolo[2',1':3,4]pyrazino[2,1-i]indole, dissolved in 30 ml of tetrahydrofuran, are hydrogenated with hydrogen in the presence of 70 mg of PtO2 at room temperature under normal pressure until the absorption of hydrogen ceases. The catalyst is filtered off and the filtrate is concentrated by evaporation in vacuo. The resulting oil is crystallised from ethyl acetate. In this manner (9aR*,9bR*,13aR*)-2,7-dioxo... Starting materials: COC1=NN=C(S1)N=C=O (5-methoxy-1,3,4-thiadiazol-2-yl isocyanate), diethyl acetal, C(CC=C)NCC=O (2-but-3-enylaminoacetaldehyde). The solvent is C1=CC=CC=C1 (benzene), C1=CC=CC=C1 (benzene). The product is diethyl acetal, C(CC=C)N(C(=O)NC=1SC(=NN1)OC)CC=O (2-[1-but-3-enyl-3-(5-methoxy-1,3,4-thiadiazol-2-yl)ureido]acetaldehyde). Reaction SMILES: [CH3:1][O:2][C:3]1[S:7][C:6]([N:8]=[C:9]=[O:10])=[N:5][N:4]=1.[CH2:11]([NH:15][CH2:16][CH:17]=[O:18])[CH2:12][CH:13]=[CH2:14]>C1C=CC=CC=1>[CH2:11]([N:15]([CH2:16][CH:17]=[O:18])[C:9]([NH:8][C:6]1[S:7][C:3]([O:2][CH3:1])=[N:4][N:5]=1)=[O:10])[CH2:12][CH:13]=[CH2:14]. Procedure: A mixture of 5-methoxy-1,3,4-thiadiazol-2-yl isocyanate dimer (0.05 mole), the diethyl acetal of 2-but-3-enylaminoacetaldehyde (0.1 mole) and benzene (60 ml) are charged into a glass reaction vessel equipped with a mechanical stirrer and reflux condenser. The reaction mixture is heated at reflux for a period of about 15 minutes. After this time the mixture is stripped of benzene under reduced pressure to yield the desired product the diethyl acetal of 2-[1-but-3-enyl-3-(5-methoxy-1,3,4-thiadiazo... Reactants: CC(C)c1nn2ccccc2c1C(=O)CBr, CCOC(=O)CC(=O)OCC, CCO, [Na]. Yields the product CCOC(=O)C(CC(=O)c1c(C(C)C)nn2ccccc12)C(=O)OCC. As a reaction SMILES: [Br:13][CH2:14][C:15](=[O:16])[c:17]1[c:18]([CH:26]([CH3:27])[CH3:28])[n:19][n:20]2[c:21]1[cH:22][cH:23][cH:24][cH:25]2.[C:2]([CH2:3][C:4](=[O:5])[O:6][CH2:7][CH3:8])(=[O:9])[O:10][CH2:11][CH3:12].[CH3:29][CH2:30][OH:31].[Na:1]>>[C:2]([CH:3]([C:4](=[O:5])[O:6][CH2:7][CH3:8])[CH2:14][C:15](=[O:16])[c:17]1[c:18]([CH:26]([CH3:27])[CH3:28])[n:19][n:20]2[c:21]1[cH:22][cH:23][cH:24][cH:25]2)(=[O:9])[O:10][CH2:11][CH3:12].